From a dataset of the Open Reaction Database (ORD), a public repository of structured organic reaction records. describe an organic reaction: reactants, conditions, products, and yield Reactants: O (water), FC(CCC(C#N)C#N)(F)F ((3,3,3-Trifluoropropyl)malononitrile), ClC1=NC=C(C=C1)CCl (2-chloro-5-chloromethylpyridine), C([O-])([O-])=O.[K+].[K+] (potassium carbonate). Solvent: CN(C=O)C (N,N-dimethylformamide). Run at time 8 hour. Yields the product ClC1=CC=C(C=N1)CC(C#N)(C#N)CCC(F)(F)F (2-((6-Chloro-3-pyridyl)methyl)-2-(3,3,3-trifluoropropyl)malononitrile). Yield: 58.2%. As a reaction SMILES: [F:1][C:2]([F:11])([F:10])[CH2:3][CH2:4][CH:5]([C:8]#[N:9])[C:6]#[N:7].[Cl:12][C:13]1[CH:18]=[CH:17][C:16]([CH2:19]Cl)=[CH:15][N:14]=1.C(=O)([O-])[O-].[K+].[K+].O>CN(C)C=O>[Cl:12][C:13]1[N:14]=[CH:15][C:16]([CH2:19][C:5]([CH2:4][CH2:3][C:2]([F:10])([F:11])[F:1])([C:8]#[N:9])[C:6]#[N:7])=[CH:17][CH:18]=1 |f:2.3.4|. Reported procedure: (3,3,3-Trifluoropropyl)malononitrile (0.6 g) and 2-chloro-5-chloromethylpyridine (0.6 g) were dissolved in N,N-dimethylformamide (15 ml), potassium carbonate (0.51 g) was added thereto, and the mixture was stirred overnight at room temperature. Then, to the reaction mixture was added water, and extracted with ethyl acetate. The organic layer was washed successively with water, saturated brine, dried over anhydrous magnesium sulfate, and concentrated. The residue obtained was subjected to silica ...